From a dataset of the Open Reaction Database (ORD), a public repository of structured organic reaction records. describe an organic reaction: reactants, conditions, products, and yield Starting materials: 3-nitrooxy-2,2-bis(nitrooxymethyl)propyl ester, COC(=O)C=1C(C(=C(NC1C(OC)OC)C)C(=O)O)C1=CC(=CC=C1)[N+](=O)[O-] (5-methoxycarbonyl-6-dimethoxymethyl-2-methyl-4-(3-nitrophenyl)-1,4-dihydropyridine-3-carboxylic acid). Run in Cl (hydrochloric acid), CC(=O)C (acetone), C(C)(=O)OCC (ethyl acetate). Reaction conditions: temperature 20 celsius, time 6.5 hour. Yields the product 3-nitrooxy-2,2-bis(nitrooxymethyl)propyl ester, C(=O)C1=C(C(C(=C(N1)C)C(=O)O)C1=CC(=CC=C1)[N+](=O)[O-])C(=O)OC (6-formyl-5-methoxycarbonyl-2-methyl-4-(3-nitrophenyl)-1,4-dihydropyridine-3-carboxylic acid). Yield: 79.0%. Reaction SMILES: [CH3:1][O:2][C:3]([C:5]1[CH:6]([C:20]2[CH:25]=[CH:24][CH:23]=[C:22]([N+:26]([O-:28])=[O:27])[CH:21]=2)[C:7]([C:17]([OH:19])=[O:18])=[C:8]([CH3:16])[NH:9][C:10]=1[CH:11](OC)[O:12]C)=[O:4]>Cl.CC(C)=O.C(OCC)(=O)C>[CH:11]([C:10]1[NH:9][C:8]([CH3:16])=[C:7]([C:17]([OH:19])=[O:18])[CH:6]([C:20]2[CH:25]=[CH:24][CH:23]=[C:22]([N+:26]([O-:28])=[O:27])[CH:21]=2)[C:5]=1[C:3]([O:2][CH3:1])=[O:4])=[O:12]. Procedure details: A solution of 3-nitrooxy-2,2-bis(nitrooxymethyl)propyl ester of 5-methoxycarbonyl-6-dimethoxymethyl-2-methyl-4-(3-nitrophenyl)-1,4-dihydropyridine-3-carboxylic acid (7.50 g) dissolved in a mixture of 6N hydrochloric acid (22.5 ml) and acetone (90 ml) was stirred for 6.5 hours at 20° C. The resulting mixture was evaporated under reduced pressure. The residue obtained was dissolved in ethyl acetate, and washed successively with water, an aqueous sodium bicarbonate and an aqueous sodium chloride. T... The reactants are [OH-].[Na+] (sodium hydroxide), NC1=CC=CC=C1 (aniline), S(O)(O)(=O)=O (sulphuric acid), O (water), NC1=CC=CC=C1 (aniline). Solvent: ClC1=C(C=CC=C1)Cl (o-dichlorobenzene). Conditions: temperature 200 celsius. Product: S(=O)(C1=CC=C(C=C1)N)(=O)O (p-sulphanilic acid). As a reaction SMILES: [NH2:1][C:2]1[CH:7]=[CH:6][CH:5]=[CH:4][CH:3]=1.[S:8](=O)(=[O:11])([OH:10])[OH:9].O.[OH-].[Na+]>ClC1C=CC=CC=1Cl>[S:8]([OH:11])(=[O:10])([C:5]1[CH:6]=[CH:7][C:2]([NH2:1])=[CH:3][CH:4]=1)=[O:9] |f:3.4|. Procedure details: 651.7 g (7.0 mol) of aniline in 1400 ml of o-dichlorobenzene were introduced into a 4 enamel stirring autoclave and 686.7 g (7.0 mol) of 100% sulphuric acid were added with stirring. The autoclave was then closed and the reaction mixture was heated to 200° C. with stirring. After 21/2 hours reaction time, the reaction mixture was cooled, poured into 1000 ml of water with stirring and neutralized with sodium hydroxide solution. Two liquid phases were obtained. After replenishing the aniline to th... Starting materials: C[Si](C)(C)CCOCn1cc(C#N)nc1C(=O)[O-], CN1CCN(c2ccc(NC(=O)c3ccc(C#N)o3)c(N3CCCCC3)c2)CC1, CCN=C=NCCCN(C)C, CN(C)c1ccncc1, [K+], CN(C)C=O. The product is CN1CCN(c2ccc(NC(=O)c3nc(C#N)cn3COCC[Si](C)(C)C)c(N3CCCCC3)c2)CC1. RXN SMILES: [C:2](#[N:3])[c:4]1[n:5][c:6]([C:17](=[O:18])[O-:19])[n:7]([CH2:9][O:10][CH2:11][CH2:12][Si:13]([CH3:14])([CH3:15])[CH3:16])[cH:8]1.[CH3:20][N:21]1[CH2:22][CH2:23][N:24]([c:27]2[cH:28][c:29]([N:43]3[CH2:44][CH2:45][CH2:46][CH2:47][CH2:48]3)[c:30]([NH:33][C:34]([c:35]3[o:36][c:37]([C:38]#[N:39])[cH:40][cH:41]3)=[O:42])[cH:31][cH:32]2)[CH2:25][CH2:26]1.[CH3:49][CH2:50][N:51]=[C:52]=[N:53][CH2:54][CH2:55][CH2:56][N:57]([CH3:58])[CH3:59].[CH3:60][N:61]([c:62]1[cH:63][cH:64][n:65][cH:66][cH:67]1)[CH3:68].[K+:1].[O:69]=[CH:70][N:71]([CH3:72])[CH3:73]>>[C:2](#[N:3])[c:4]1[n:5][c:6]([C:17](=[O:19])[NH:33][c:30]2[c:29]([N:43]3[CH2:44][CH2:45][CH2:46][CH2:47][CH2:48]3)[cH:28][c:27]([N:24]3[CH2:23][CH2:22][N:21]([CH3:20])[CH2:26][CH2:25]3)[cH:32][cH:31]2)[n:7]([CH2:9][O:10][CH2:11][CH2:12][Si:13]([CH3:14])([CH3:15])[CH3:16])[cH:8]1. The solvent is C(Cl)(Cl)Cl (chloroform). RXN SMILES: [Br:1][CH2:2][C:3]1[O:7][N:6]=[C:5]([C:8]2[CH:13]=[CH:12][CH:11]=[CH:10][CH:9]=2)[CH:4]=1.[CH2:14]1[N:19]2[CH2:20][N:21]3[CH2:23][N:17]([CH2:18]2)[CH2:16][N:15]1[CH2:22]3>C(Cl)(Cl)Cl>[Br-:1].[C:8]1([C:5]2[CH:4]=[C:3]([CH2:2][N+:15]34[CH2:16][N:17]5[CH2:23][N:21]([CH2:20][N:19]([CH2:18]5)[CH2:14]3)[CH2:22]4)[O:7][N:6]=2)[CH:13]=[CH:12][CH:11]=[CH:10][CH:9]=1 |f:3.4|. Yields the product [Br-].C1(=CC=CC=C1)C1=NOC(=C1)C[N+]12CN3CN(CN(C1)C3)C2 (1-[(3-phenyl-5-isoxazolyl)methyl]-3,5,7-triaza-1-azoniaadamantane bromide). Procedure: A 90 g. portion of the product of Example 1 was dissolved in 1.5 l. of chloroform and 70 g. of hexamethylenetetramine was added. The mixture was stirred at reflux temperature for 4 hours, and was filtered hot. The solids were dried under vacuum to obtain 143 g. of impure product, m.p. 159°-160°, which contained about 93 percent product and 7 percent hexamethylenetetramine. Reactants: BrCC1=CC(=NO1)C1=CC=CC=C1 (5-bromomethyl-3-phenylisoxazole), C1N2CN3CN1CN(C2)C3 (hexamethylenetetramine), C1N2CN3CN1CN(C2)C3 (hexamethylenetetramine), product. Starting materials: Cl (Hydrochloric acid), N1(CCOCC1)C(=O)C1=CC=C(C=C1)NC1=C(C=NN1COCC[Si](C)(C)C)C#N (5-(4-(Morpholine-4-carbonyl)phenylamino)-1-((2-(trimethylsilyl)ethoxy)methyl)-1H-pyrazole-4-carbonitrile), desired material. Solvent: C(C)O (ethanol). Reaction conditions: time 8 hour. Product: N1(CCOCC1)C(=O)C1=CC=C(C=C1)NC1=C(C=NN1)C#N (5-[4-(morpholine-4-carbonyl)-phenylamino]-1H-pyrazole-4-carbonitrile). Yield: 86.5%. RXN SMILES: [N:1]1([C:7]([C:9]2[CH:14]=[CH:13][C:12]([NH:15][C:16]3[N:20](COCC[Si](C)(C)C)[N:19]=[CH:18][C:17]=3[C:29]#[N:30])=[CH:11][CH:10]=2)=[O:8])[CH2:6][CH2:5][O:4][CH2:3][CH2:2]1.Cl>C(O)C>[N:1]1([C:7]([C:9]2[CH:14]=[CH:13][C:12]([NH:15][C:16]3[NH:20][N:19]=[CH:18][C:17]=3[C:29]#[N:30])=[CH:11][CH:10]=2)=[O:8])[CH2:6][CH2:5][O:4][CH2:3][CH2:2]1. Procedure details: 5-(4-(Morpholine-4-carbonyl)phenylamino)-1-((2-(trimethylsilyl)ethoxy)methyl)-1H-pyrazole-4-carbonitrile (880 mg, 2.06 mmol) was dissolved in 40 mL of ethanol. Hydrochloric acid (2N) was added and the mixture was stirred at room temperature overnight. After 16 hrs at room temperature, LC/MS indicated 60% desired material and 40% un-reacted starting material. The mixture was heated to 65° C. and stirred for 2 hrs. LC/MS indicated complete consumption of the starting material and the formation of ... As a reaction SMILES: [F:1][C:2]([F:12])([F:11])[C:3](=O)[CH2:4][C:5]([O:7][CH2:8][CH3:9])=[O:6].C([O-])(=O)C.[NH4+:17]>>[NH2:17]/[C:3](/[C:2]([F:12])([F:11])[F:1])=[CH:4]\[C:5]([O:7][CH2:8][CH3:9])=[O:6] |f:1.2|. Conditions: temperature 85 celsius. The reactants are FC(C(CC(=O)OCC)=O)(F)F (ethyl trifluoroacetoacetate), C(C)(=O)[O-].[NH4+] (ammonium acetate), FC(C(CC(=O)OCC)=O)(F)F (ethyl trifluoroacetoacetate). Product: N\C(=C/C(=O)OCC)\C(F)(F)F (Ethyl 3-Amino-4,4,4-Trifluorocrotonate). Reported procedure: To a stirred ethyl trifluoroacetoacetate (87.8 g, 0.48 mol) at 85° C., ammonium acetate (74 0 g, 0.96 mol) was added in portions over 1 hour such that efficient stirring of the mixture was maintained. The mixture was heated at 85° C. for an additional 4 hours. After this period, GC analysis of the reaction mixture showed that the all the ethyl trifluoroacetoacetate had been consumed and the yield of ethyl 3-amino-4,4,4-trifluorocrotonate was greater than 98%. Reactants: CCN=C=NCCCN(C)C.Cl (EDCl), N([C@@H](CC1=CNC2=CC=CC=C12)C(=O)O)C(=O)OC(C)(C)C (Boc-Trp-OH), NC1=CC=CC=C1 (aniline). Solvent: C1CCOC1 (THF). Reaction conditions: time 16 hour. Product: N([C@@H](CC1=CNC2=CC=CC=C12)C(=O)NC1=CC=CC=C1)C(=O)OC(C)(C)C (Boc-Trp-NHPh). Yield: 49.8%. As a reaction SMILES: CCN=C=NCCCN(C)C.Cl.[NH:13]([C:28]([O:30][C:31]([CH3:34])([CH3:33])[CH3:32])=[O:29])[C@H:14]([C:25]([OH:27])=O)[CH2:15][C:16]1[C:24]2[C:19](=[CH:20][CH:21]=[CH:22][CH:23]=2)[NH:18][CH:17]=1.[NH2:35][C:36]1[CH:41]=[CH:40][CH:39]=[CH:38][CH:37]=1>C1COCC1>[NH:13]([C:28]([O:30][C:31]([CH3:34])([CH3:33])[CH3:32])=[O:29])[C@H:14]([C:25]([NH:35][C:36]1[CH:41]=[CH:40][CH:39]=[CH:38][CH:37]=1)=[O:27])[CH2:15][C:16]1[C:24]2[C:19](=[CH:20][CH:21]=[CH:22][CH:23]=2)[NH:18][CH:17]=1 |f:0.1|. Procedure: 4.72 g (24.6 mmol) of EDCl was added to 100 ml of THF solution of 5.00 g (16.4 mmol) of Boc-Trp-OH (manufactured by Tokyo Chemical Industry Co., Ltd), 1.50 ml (16.4 mmol) of aniline and 1.89 g (1.64 mmol) of HO-Su, followed by stirring for 16 hours at room temperature. After a reaction mixture was concentrated under reduced pressure, the concentrate was extracted by adding water and ethyl acetate. After an organic layer was washed sequentially with a diluted hydrochloric acid, an aqueous solutio... Starting materials: Cc1cc(Br)cc(CN2C(=O)c3ccccc3C2=O)c1, C1COCCO1, CC(C)(C)[Si](C)(C)OCc1cccc(B(O)O)c1, [K+], [K+], O=C([O-])[O-], CC(=O)[O-], CC(=O)[O-], [Pd+2], c1ccc(P(c2ccccc2)c2ccccc2)cc1. The product is Cc1cc(CN2C(=O)c3ccccc3C2=O)cc(-c2cccc(CO[Si](C)(C)C(C)(C)C)c2)c1. RXN SMILES: [Br:26][c:27]1[cH:28][c:29]([CH2:34][N:35]2[C:36](=[O:45])[c:37]3[cH:38][cH:39][cH:40][cH:41][c:42]3[C:43]2=[O:44])[cH:30][c:31]([CH3:33])[cH:32]1.[CH2:64]1[O:65][CH2:66][CH2:67][O:68][CH2:69]1.[CH3:46][C:47]([CH3:48])([CH3:49])[Si:50]([O:51][CH2:52][c:53]1[cH:54][c:55]([B:59]([OH:60])[OH:61])[cH:56][cH:57][cH:58]1)([CH3:62])[CH3:63].[K+:20].[K+:21].[O-:22][C:23]([O-:24])=[O:25].[O-:71][C:72]([CH3:73])=[O:74].[O-:75][C:76]([CH3:77])=[O:78].[Pd+2:70].[c:1]1([P:2]([c:3]2[cH:4][cH:5][cH:6][cH:7][cH:8]2)[c:9]2[cH:10][cH:11][cH:12][cH:13][cH:14]2)[cH:15][cH:16][cH:17][cH:18][cH:19]1>>[c:27]1(-[c:55]2[cH:54][c:53]([CH2:52][O:51][Si:50]([C:47]([CH3:46])([CH3:48])[CH3:49])([CH3:62])[CH3:63])[cH:58][cH:57][cH:56]2)[cH:28][c:29]([CH2:34][N:35]2[C:36](=[O:45])[c:37]3[cH:38][cH:39][cH:40][cH:41][c:42]3[C:43]2=[O:44])[cH:30][c:31]([CH3:33])[cH:32]1. Starting materials: CCO, CCOC(=O)C1CCN(CCc2cccc(-c3nsc(-c4ccc(OC(C)C)c(Cl)c4)n3)c2OC)CC1, Cl, [Na+], C1CCOC1, [OH-], O. The product is COc1c(CCN2CCC(C(=O)O)CC2)cccc1-c1nsc(-c2ccc(OC(C)C)c(Cl)c2)n1. As a reaction SMILES: [CH3:46][CH2:47][OH:48].[Cl:1][c:2]1[cH:3][c:4](-[c:12]2[n:13][c:14](-[c:17]3[c:18]([O:36][CH3:37])[c:19]([CH2:23][CH2:24][N:25]4[CH2:26][CH2:27][CH:28]([C:31](=[O:32])[O:33][CH2:34][CH3:35])[CH2:29][CH2:30]4)[cH:20][cH:21][cH:22]3)[n:15][s:16]2)[cH:5][cH:6][c:7]1[O:8][CH:9]([CH3:10])[CH3:11].[ClH:40].[Na+:39].[O:41]1[CH2:42][CH2:43][CH2:44][CH2:45]1.[OH-:38].[OH2:49]>>[Cl:1][c:2]1[cH:3][c:4](-[c:12]2[n:13][c:14](-[c:17]3[c:18]([O:36][CH3:37])[c:19]([CH2:23][CH2:24][N:25]4[CH2:26][CH2:27][CH:28]([C:31](=[O:32])[OH:33])[CH2:29][CH2:30]4)[cH:20][cH:21][cH:22]3)[n:15][s:16]2)[cH:5][cH:6][c:7]1[O:8][CH:9]([CH3:10])[CH3:11].